From a dataset of the Open Reaction Database (ORD), a public repository of structured organic reaction records. describe an organic reaction: reactants, conditions, products, and yield Reaction SMILES: [C:1]([CH3:2])([CH3:3])([CH3:4])[O:5][C:6]([NH:7][CH2:8][C:9]#[C:10][c:11]1[cH:12][c:13]([C:17](=[O:18])[c:19]2[cH:20][n:21]([CH:29]3[CH2:30][CH2:31][CH2:32][CH2:33]3)[c:22]3[n:23][cH:24][n:25][c:26]([Cl:28])[c:27]23)[cH:14][cH:15][cH:16]1)=[O:34].[NH2:35][c:36]1[c:37]2[c:38]([C:39]([c:40]3[cH:41][cH:42][cH:43][c:44]([N+:45]([O-:46])=[O:47])[cH:48]3)=[O:49])[cH:50][n:51]([CH:52]3[CH2:53][CH2:54][CH2:55][CH2:56]3)[c:57]2[n:58][cH:59][n:60]1>>[C:1]([CH3:2])([CH3:3])([CH3:4])[O:5][C:6]([NH:7][CH2:8][C:9]#[C:10][c:11]1[cH:12][c:13]([C:17](=[O:18])[c:19]2[cH:20][n:21]([CH:29]3[CH2:30][CH2:31][CH2:32][CH2:33]3)[c:22]3[n:23][cH:24][n:25][c:26]([NH2:35])[c:27]23)[cH:14][cH:15][cH:16]1)=[O:34]. Yields the product CC(C)(C)OC(=O)NCC#Cc1cccc(C(=O)c2cn(C3CCCC3)c3ncnc(N)c23)c1. Reactants: CC(C)(C)OC(=O)NCC#Cc1cccc(C(=O)c2cn(C3CCCC3)c3ncnc(Cl)c23)c1, Nc1ncnc2c1c(C(=O)c1cccc([N+](=O)[O-])c1)cn2C1CCCC1. Reactants: CC(C)(C)OC(=O)Nc1nc2c(s1)CCC2C(=O)O, CCOCC, F[B-](F)(F)F, [H+], CCOC(=O)C1CCc2sc(N)nc21. Yields the product CCOC(=O)C1CCc2sc(F)nc21. As a reaction SMILES: [C:15]([O:16][C:17]([NH:18][c:19]1[s:20][c:21]2[c:28]([n:29]1)[CH:24]([C:25]([OH:26])=[O:27])[CH2:23][CH2:22]2)=[O:30])([CH3:31])([CH3:32])[CH3:33].[CH3:40][CH2:41][O:42][CH2:43][CH3:44].[F:34][B-:35]([F:36])([F:37])[F:38].[H+:39].[NH2:1][c:2]1[s:3][c:4]2[c:5]([n:6]1)[CH:7]([C:10](=[O:11])[O:12][CH2:13][CH3:14])[CH2:8][CH2:9]2>>[c:2]1([F:34])[s:3][c:4]2[c:5]([n:6]1)[CH:7]([C:10](=[O:11])[O:12][CH2:13][CH3:14])[CH2:8][CH2:9]2. Starting materials: C(C)OC(CC1(OC(CC2=C1NC1=C(C=CC(=C21)C#N)F)C)CCC)=O ((5-cyano-8-fluoro-3-methyl-1-propyl-1,3,4,9-tetrahydro-pyrano[3,4-b]indol-1-yl)-acetic Acid Ethyl Ester), [OH-].[Na+] (NaOH). Run in C1CCOC1.CO (THF MeOH). Run at time 8 hour. Yields the product C(#N)C1=C2C3=C(NC2=C(C=C1)F)C(OC(C3)C)(CCC)CC(=O)O ((5-Cyano-8-fluoro-3-methyl-1-propyl-1,3,4,9-tetrahydro-pyrano[3,4-b]indol-1-yl)-acetic Acid). Yield: 87.0%. As a reaction SMILES: C([O:3][C:4](=[O:26])[CH2:5][C:6]1([CH2:23][CH2:24][CH3:25])[C:11]2[NH:12][C:13]3[C:18]([C:10]=2[CH2:9][CH:8]([CH3:22])[O:7]1)=[C:17]([C:19]#[N:20])[CH:16]=[CH:15][C:14]=3[F:21])C.[OH-].[Na+]>C1COCC1.CO>[C:19]([C:17]1[CH:16]=[CH:15][C:14]([F:21])=[C:13]2[C:18]=1[C:10]1[CH2:9][CH:8]([CH3:22])[O:7][C:6]([CH2:5][C:4]([OH:26])=[O:3])([CH2:23][CH2:24][CH3:25])[C:11]=1[NH:12]2)#[N:20] |f:1.2,3.4|. Reported procedure: To a solution of (5-cyano-8-fluoro-3-methyl-1-propyl-1,3,4,9-tetrahydro-pyrano[3,4-b]indol-1-yl)-acetic Acid Ethyl Ester (156 mg, 0.435 mmol) in THF/MeOH (1.5 mL/1.5 mL) was added 1 N NaOH (0.871 mL, 0.871 mmol). The reaction mixture was stirred at ambient temperature overnight. The most of THF/MeOH was removed under reduced pressure and the resulting mixture was acidified with 1 N HCl. The mixture was extracted with EtOAc (3×10 mL). The combined organic phase was washed with brine (20 mL), drie... Reactants: CC(C)(C)OC(=O)N1CCc2nc(N3N=C(c4cc(F)ccc4F)SC3(CCO[Si](c3ccccc3)(c3ccccc3)C(C)(C)C)c3ccccc3)sc2C1, ClCCl, O=C(O)C(F)(F)F. Product: CC(C)(C)[Si](OCCC1(c2ccccc2)SC(c2cc(F)ccc2F)=NN1c1nc2c(s1)CNCC2)(c1ccccc1)c1ccccc1. RXN SMILES: [C:1]([CH3:2])([CH3:3])([CH3:4])[Si:5]([O:6][CH2:7][CH2:8][C:9]1([c:38]2[cH:39][cH:40][cH:41][cH:42][cH:43]2)[S:10][C:11]([c:30]2[c:31]([F:37])[cH:32][cH:33][c:34]([F:36])[cH:35]2)=[N:12][N:13]1[c:14]1[s:15][c:16]2[c:21]([n:22]1)[CH2:20][CH2:19][N:18]([C:23]([O:24][C:25]([CH3:26])([CH3:27])[CH3:28])=[O:29])[CH2:17]2)([c:44]1[cH:45][cH:46][cH:47][cH:48][cH:49]1)[c:50]1[cH:51][cH:52][cH:53][cH:54][cH:55]1.[Cl:63][CH2:64][Cl:65].[F:56][C:57]([F:58])([F:59])[C:60]([OH:61])=[O:62]>>[C:1]([CH3:2])([CH3:3])([CH3:4])[Si:5]([O:6][CH2:7][CH2:8][C:9]1([c:38]2[cH:39][cH:40][cH:41][cH:42][cH:43]2)[S:10][C:11]([c:30]2[c:31]([F:37])[cH:32][cH:33][c:34]([F:36])[cH:35]2)=[N:12][N:13]1[c:14]1[s:15][c:16]2[c:21]([n:22]1)[CH2:20][CH2:19][NH:18][CH2:17]2)([c:44]1[cH:45][cH:46][cH:47][cH:48][cH:49]1)[c:50]1[cH:51][cH:52][cH:53][cH:54][cH:55]1. Reactants: NC=1C=C2C(=CNC2=CC1)C1CCN(CC1)C (5-amino-3-(1-methyl-piperidin-4-yl)-1H-indole), ClC(=O)OCCC (propyl chloroformate). Yields the product C(CC)OC(=O)NC=1C=C2C(=CNC2=CC1)C1CCN(CC1)C (5-(propoxycarbonyl)amino-3-(1-methylpiperidin-4-yl)-1H-indole). Yield: 81.3%. Reaction SMILES: [NH2:1][C:2]1[CH:3]=[C:4]2[C:8](=[CH:9][CH:10]=1)[NH:7][CH:6]=[C:5]2[CH:11]1[CH2:16][CH2:15][N:14]([CH3:17])[CH2:13][CH2:12]1.Cl[C:19]([O:21][CH2:22][CH2:23][CH3:24])=[O:20]>>[CH2:22]([O:21][C:19]([NH:1][C:2]1[CH:3]=[C:4]2[C:8](=[CH:9][CH:10]=1)[NH:7][CH:6]=[C:5]2[CH:11]1[CH2:16][CH2:15][N:14]([CH3:17])[CH2:13][CH2:12]1)=[O:20])[CH2:23][CH3:24]. Procedure: Beginning with 10 mg (0.0437 mMol) 5-amino-3-(1-methyl-piperidin-4-yl)-1H-indole and 5.62 mg (0.0458 mMol) propyl chloroformate, 11.2 mg (81%) of the title compound were recovered. The reactants are N (ammonia), [NH4+].[Cl-] (NH4Cl), [Li] (Lithium), O[C@@H]1CC[C@H]2[C@]1(C[C@@H]1CCC3=CC(CC[C@@H]3[C@H]1C2)=O)C ((6aS,7aR,8R,10aR,11aS,11bR)-1,2,5,6,6a,7,7a,8,9,10,10a,11,11a,11b-Tetradecahydro-8-hydroxy-7a-methyl-3H-cyclopenta[b]phenanthren-3-one). Solvent: C1CCOC1 (THF). Reaction conditions: temperature -78 celsius, time 0.5 hour. The product is O[C@@H]1CC[C@H]2[C@]1(C[C@@H]1CC[C@H]3CC(CC[C@@H]3[C@H]1C2)=O)C ((4aS,6aS,7aR,8R,10aR,11aS,11bS)-Hexadecahydro-8-hydroxy-7a-methyl-3H-cyclopenta[b]phenanthren-3-one). Yield: 74.2%. As a reaction SMILES: N.[Li].[OH:3][C@H:4]1[C@:8]2([CH3:22])[CH2:9][C@H:10]3[C@H:19]([CH2:20][C@H:7]2[CH2:6][CH2:5]1)[C@@H:18]1[C:13](=[CH:14][C:15](=[O:21])[CH2:16][CH2:17]1)[CH2:12][CH2:11]3.[NH4+].[Cl-]>C1COCC1>[OH:3][C@H:4]1[C@:8]2([CH3:22])[CH2:9][C@H:10]3[C@H:19]([CH2:20][C@H:7]2[CH2:6][CH2:5]1)[C@@H:18]1[C@H:13]([CH2:14][C:15](=[O:21])[CH2:16][CH2:17]1)[CH2:12][CH2:11]3 |f:3.4,^1:1|. Reported procedure: A three-neck flask fitted with a dry ice condenser was cooled to −78° C., and anhydrous ammonia (100 mL) was condensed into the flask. Lithium (0.21 g, 30 mmol) was added, and the resulting blue solution was stirred for 0.5 h. To this was added a solution of compound 36 (820 mg, 3.0 mmol) in dry THF (30 mL). After 3 h, solid NH4Cl was added until the blue color disappeared. The cooling bath was removed and stirring was continued at room temperature overnight. Aqueous NH4Cl was added and the prod...